From a dataset of the Open Reaction Database (ORD), a public repository of structured organic reaction records. describe an organic reaction: reactants, conditions, products, and yield Reactants: CC(C)(C)c1ccc([N+](=O)[O-])cc1NC(=O)CBr, O=C([O-])[O-], C1CCOC1, CNC, [K+], [K+]. The product is CN(C)CC(=O)Nc1cc([N+](=O)[O-])ccc1C(C)(C)C. RXN SMILES: [Br:1][CH2:2][C:3](=[O:4])[NH:5][c:6]1[c:7]([C:15]([CH3:16])([CH3:17])[CH3:18])[cH:8][cH:9][c:10]([N+:12](=[O:13])[O-:14])[cH:11]1.[C:19](=[O:20])([O-:21])[O-:22].[CH2:28]1[O:29][CH2:30][CH2:31][CH2:32]1.[CH3:25][NH:26][CH3:27].[K+:23].[K+:24]>>[CH2:2]([C:3](=[O:4])[NH:5][c:6]1[c:7]([C:15]([CH3:16])([CH3:17])[CH3:18])[cH:8][cH:9][c:10]([N+:12](=[O:13])[O-:14])[cH:11]1)[N:26]([CH3:25])[CH3:27]. The reactants are ClC(=C)CCl (2,3-dichloro-1-propene), C(\C=C\C)=O (crotonaldehyde), C(CCl)Cl (ethylene dichloride), resultant mixture. Reagents/catalysts: [Zn] (zinc), [Zn] (zinc). Solvent: C(C)(=O)O (acetic acid). Yields the product ClC(=C)CC(C=CC)O (2-chloro-1,5-heptadien-4-ol). As a reaction SMILES: Cl[C:2]([CH2:4]Cl)=[CH2:3].[CH:6](=[O:10])/[CH:7]=[CH:8]/[CH3:9].C(Cl)C[Cl:13]>[Zn].C(O)(=O)C>[Cl:13][C:8]([CH2:7][CH:6]([OH:10])[CH:3]=[CH:2][CH3:4])=[CH2:9]. Reported procedure: 47.50 Grams of 2,3-dichloro-1-propene were added dropwise to a mixture of 20.00 g of crotonaldehyde, 40 g of ethylene dichloride, 60 g of 3% acetic acid and 18.65 g of zinc powder at 40° C., and the resultant mixture was allowed to react at the same temperature for 5 hours. After the reaction was completed, zinc-derived insolubles were filtered off, and the resultant filtrate was subjected to separation. The organic phase was washed with a 7% sodium carbonate aqueous solution and dried over magn... Reactants: NCCOC1=C(C=C(C=C1)Cl)C1C2(C(NC(C1)=O)C1=C(C=CC(=C1)F)C)C(NC1=CC(=CC=C12)Cl)=O (racemic (2′S,3S,4′R)-4′-[2-(2-amino-ethoxy)5-chloro-phenyl]-6-chloro-2′-(5-fluoro-2-methyl phenyl)spiro[3H-indole-3,3′-piperidine]-2,6′(1H)-dione), C1(CCC1)C(=O)O (cyclobutanecarboxylic acid), CCN=C=NCCCN(C)C.Cl (EDC.HCl), C=1C=CC2=C(C1)N=NN2O (HOBt), CCN(C(C)C)C(C)C (DIPEA). Solvent: CN(C)C=O (DMF). Conditions: time 8 hour. Yields the product ClC1=CC=C2C(=C1)NC(C21C(NC(CC1C1=C(C=CC(=C1)Cl)OCCNC(=O)C1CCC1)=O)C1=C(C=CC(=C1)F)C)=O (Racemic (2′S,3S,4′R)-6-chloro-4′-{5-chloro-2-[(2-cyclobutanecarbonyl-amino)-ethoxy]-phenyl}-2′-(5-fluoro-2-methyl-phenyl)spiro[3H-indole-3,3′-piperidine]-2,6′(1H)-dione). The yield is 16.5%. Reaction SMILES: [NH2:1][CH2:2][CH2:3][O:4][C:5]1[CH:10]=[CH:9][C:8]([Cl:11])=[CH:7][C:6]=1[CH:12]1[CH2:17][C:16](=[O:18])[NH:15][CH:14]([C:19]2[CH:24]=[C:23]([F:25])[CH:22]=[CH:21][C:20]=2[CH3:26])[C:13]21[C:34]1[C:29](=[CH:30][C:31]([Cl:35])=[CH:32][CH:33]=1)[NH:28][C:27]2=[O:36].[CH:37]1([C:41](O)=[O:42])[CH2:40][CH2:39][CH2:38]1.CCN=C=NCCCN(C)C.Cl.C1C=CC2N(O)N=NC=2C=1.CCN(C(C)C)C(C)C>CN(C=O)C>[Cl:35][C:31]1[CH:30]=[C:29]2[NH:28][C:27](=[O:36])[C:13]3([CH:12]([C:6]4[CH:7]=[C:8]([Cl:11])[CH:9]=[CH:10][C:5]=4[O:4][CH2:3][CH2:2][NH:1][C:41]([CH:37]4[CH2:40][CH2:39][CH2:38]4)=[O:42])[CH2:17][C:16](=[O:18])[NH:15][CH:14]3[C:19]3[CH:24]=[C:23]([F:25])[CH:22]=[CH:21][C:20]=3[CH3:26])[C:34]2=[CH:33][CH:32]=1 |f:2.3|. Procedure: At room temperature, a mixture of racemic (2′S,3S,4′R)-4′-[2-(2-amino-ethoxy)5-chloro-phenyl]-6-chloro-2′-(5-fluoro-2-methyl phenyl)spiro[3H-indole-3,3′-piperidine]-2,6′(1H)-dione (100 mg, 0.189 mmol) prepared in Example 32e, cyclobutanecarboxylic acid (98 mg, 0.948 mmol), EDC.HCl (181 mg, 0.948 mmol), HOBt (128 mg, 0.948 mmol) and DIPEA (245 mg, 1.897 mmol) in anhydrous DMF (4 mL) was stirred overnight. Then the mixture was filtered and the filtrate was concentrated. The residue was purified by... Starting materials: CNC1CCCCC1, ClC(Cl)Cl, Clc1ccc2[nH]cnc2n1, Clc1ccnc2nc[nH]c12. Yields the product CN(c1ccnc2nc[nH]c12)C1CCCCC1. As a reaction SMILES: [CH3:21][NH:22][CH:23]1[CH2:24][CH2:25][CH2:26][CH2:27][CH2:28]1.[CH:29]([Cl:30])([Cl:31])[Cl:32].[Cl:11][c:12]1[n:13][c:14]2[n:15][cH:16][nH:17][c:18]2[cH:19][cH:20]1.[Cl:1][c:2]1[c:3]2[c:4]([n:5][cH:6][cH:7]1)[n:8][cH:9][nH:10]2>>[c:2]1([N:22]([CH3:21])[CH:23]2[CH2:24][CH2:25][CH2:26][CH2:27][CH2:28]2)[c:3]2[c:4]([n:5][cH:6][cH:7]1)[n:8][cH:9][nH:10]2. The reactants are ClC1=NN2C(C(=CC=C2)NCC2=CC(=CC=C2)OC)=N1 ((2-chloro-[1,2,4]triazolo[1,5-a]pyridin-8-yl)-(3-methoxy-benzyl)-amine), NC=1C=NC=CC1 (3-aminopyridine). The product is COC=1C=C(CNC=2C=3N(C=CC2)N=C(N3)NC=3C=NC=CC3)C=CC1 (N(8)-(3-Methoxy-benzyl)-N(2)-pyridin-3-yl-[1,2,4]triazolo[1,5-a]pyridine-2,8-diamine), foam. Yield: 5.0%. Reaction SMILES: Cl[C:2]1[N:20]=[C:5]2[C:6]([NH:10][CH2:11][C:12]3[CH:17]=[CH:16][CH:15]=[C:14]([O:18][CH3:19])[CH:13]=3)=[CH:7][CH:8]=[CH:9][N:4]2[N:3]=1.[NH2:21][C:22]1[CH:23]=[N:24][CH:25]=[CH:26][CH:27]=1>>[CH3:19][O:18][C:14]1[CH:13]=[C:12]([CH:17]=[CH:16][CH:15]=1)[CH2:11][NH:10][C:6]1[C:5]2[N:4]([N:3]=[C:2]([NH:21][C:22]3[CH:23]=[N:24][CH:25]=[CH:26][CH:27]=3)[N:20]=2)[CH:9]=[CH:8][CH:7]=1. Procedure details: N(8)-(3-Methoxy-benzyl)-N(2)-pyridin-3-yl-[1,2,4]triazolo[1,5-a]pyridine-2,8-diamine was prepared from (2-chloro-[1,2,4]triazolo[1,5-a]pyridin-8-yl)-(3-methoxy-benzyl)-amine (99.9 mg, 0.346 mmol) and 3-aminopyridine (36.47 mg, 0.3875 mmol) in a manner analogous to Example 2d. Product isolated as an off-white foam (6.22 mg, 5%). 1H NMR (400 MHz, (D3C)2SO, δ, ppm): 9.65 (s, 1H), 8.89 (s, 1H), 8.22 (d, J=8.6 Hz, 1H), 8.08 (m, 1H), 7.97 (d, J=6.4 Hz, 1H), 7.32-7.20 (m, 2H), 6.97 (s, 2H), 6.82-6.72 (... Starting materials: CC1(OC[C@@H](O1)C1=CC=C(C=C1)[N+](=O)[O-])C ((S)-2,2-dimethyl-4-(4-nitrophenyl)-1,3-dioxolane), [H][H] (hydrogen). Reagents/catalysts: [Pd] (palladium on carbon). Solvent: CO (methanol). The product is CC1(OC[C@@H](O1)C1=CC=C(C=C1)N)C ((S)-4-(2,2-dimethyl-1,3-dioxolan-4-yl)benzenamine). Yield: 99.6%. As a reaction SMILES: [CH3:1][C:2]1([CH3:16])[O:6][C@@H:5]([C:7]2[CH:12]=[CH:11][C:10]([N+:13]([O-])=O)=[CH:9][CH:8]=2)[CH2:4][O:3]1.[H][H]>[Pd].CO>[CH3:1][C:2]1([CH3:16])[O:6][C@@H:5]([C:7]2[CH:12]=[CH:11][C:10]([NH2:13])=[CH:9][CH:8]=2)[CH2:4][O:3]1. Procedure: A mixture of (S)-2,2-dimethyl-4-(4-nitrophenyl)-1,3-dioxolane (3.6 g, 16.1 mmol) and 5% palladium on carbon (50% wet, 700 mg) in methanol (30 mL) was stirred under 1 atm hydrogen atmosphere (H2 balloon) at RT for 16 h. After the reaction mixture was filtered through a pad of Celite, the filtrate was concentrated to afford the title compound (3.1 g, 100%) as a yellow solid. MS (ES+) C11H15NO2 requires: 193, found: 194 [M+H]+.